Dataset: the Open Reaction Database (ORD), a public repository of structured organic reaction records. Task: describe an organic reaction: reactants, conditions, products, and yield The reactants are S(O)(O)(=O)=O (sulfuric acid), [N+](=O)([O-])C1=CC=C(C=C1)CC(=O)O (4-nitrophenylacetic acid), C(C)O (ethanol), [OH-].[Na+] (sodium hydroxide). Yields the product [N+](=O)([O-])C1=CC=C(C=C1)CC(=O)OCC (ethyl 4-nitrophenylacetate). RXN SMILES: [N+:1]([C:4]1[CH:9]=[CH:8][C:7]([CH2:10][C:11]([OH:13])=[O:12])=[CH:6][CH:5]=1)([O-:3])=[O:2].S(=O)(=O)(O)O.[OH-].[Na+].[CH2:21](O)[CH3:22]>>[N+:1]([C:4]1[CH:5]=[CH:6][C:7]([CH2:10][C:11]([O:13][CH2:21][CH3:22])=[O:12])=[CH:8][CH:9]=1)([O-:3])=[O:2] |f:2.3|. Procedure: 10 g of 4-nitrophenylacetic acid dissolved in 100 ml of ethanol were treated with 3 ml of concentrated sulfuric acid. The mixture was heated to reflux for 18 hours. After cooling to room temperature, the mixture was neutralized with 2 N sodium hydroxide solution then was extracted with two portions of 200 ml ethyl acetate. The combined extracts were washed with one portion of 100 ml of saturated aqueous sodium chloride solution then dried over MgSO4 and concentrated in vacuo, yielding 11.5 g of ... Starting materials: C=CC(C)(C)C(O)c1c(C)noc1-c1ccc(Br)cc1, CCOC(=O)C1(c2ccc(B3OC(C)(C)C(C)(C)O3)cc2)CC1, Cl[Pd]Cl, c1ccc(P(c2ccccc2)c2ccccc2)cc1, c1ccc(P(c2ccccc2)c2ccccc2)cc1. The product is C=CC(C)(C)C(O)c1c(C)noc1-c1ccc(-c2ccc(C3(C(=O)OCC)CC3)cc2)cc1. As a reaction SMILES: [Br:1][c:2]1[cH:3][cH:4][c:5](-[c:8]2[c:9]([CH:14]([C:15]([CH:16]=[CH2:17])([CH3:18])[CH3:19])[OH:20])[c:10]([CH3:13])[n:11][o:12]2)[cH:6][cH:7]1.[CH2:21]([CH3:22])[O:23][C:24](=[O:25])[C:26]1([c:29]2[cH:30][cH:31][c:32]([B:35]3[O:36][C:37]([CH3:38])([CH3:39])[C:40]([CH3:41])([CH3:42])[O:43]3)[cH:33][cH:34]2)[CH2:27][CH2:28]1.[Pd:44]([Cl:45])[Cl:46].[c:47]1([P:48]([c:49]2[cH:50][cH:51][cH:52][cH:53][cH:54]2)[c:55]2[cH:56][cH:57][cH:58][cH:59][cH:60]2)[cH:61][cH:62][cH:63][cH:64][cH:65]1.[c:66]1([P:67]([c:68]2[cH:69][cH:70][cH:71][cH:72][cH:73]2)[c:74]2[cH:75][cH:76][cH:77][cH:78][cH:79]2)[cH:80][cH:81][cH:82][cH:83][cH:84]1>>[c:2]1(-[c:32]2[cH:31][cH:30][c:29]([C:26]3([C:24]([O:23][CH2:21][CH3:22])=[O:25])[CH2:27][CH2:28]3)[cH:34][cH:33]2)[cH:3][cH:4][c:5](-[c:8]2[c:9]([CH:14]([C:15]([CH:16]=[CH2:17])([CH3:18])[CH3:19])[OH:20])[c:10]([CH3:13])[n:11][o:12]2)[cH:6][cH:7]1.